From a dataset of the Open Reaction Database (ORD), a public repository of structured organic reaction records. describe an organic reaction: reactants, conditions, products, and yield Reactants: CO, Nc1ncccc1-c1cc(Cc2ccc(O)cc2)no1, [Na+], [OH-], ClCc1ccccn1. Product: Nc1ncccc1-c1cc(Cc2ccc(OCc3ccccn3)cc2)no1. RXN SMILES: [CH3:31][OH:32].[NH2:1][c:2]1[n:3][cH:4][cH:5][cH:6][c:7]1-[c:8]1[cH:9][c:10]([CH2:13][c:14]2[cH:15][cH:16][c:17]([OH:20])[cH:18][cH:19]2)[n:11][o:12]1.[Na+:22].[OH-:21].[c:23]1([CH2:29][Cl:30])[cH:24][cH:25][cH:26][cH:27][n:28]1>>[NH2:1][c:2]1[n:3][cH:4][cH:5][cH:6][c:7]1-[c:8]1[cH:9][c:10]([CH2:13][c:14]2[cH:15][cH:16][c:17]([O:20][CH2:29][c:23]3[cH:24][cH:25][cH:26][cH:27][n:28]3)[cH:18][cH:19]2)[n:11][o:12]1. Starting materials: reduced iron, C(C)N1C=C(C(C2=CC(=C(N=C12)OC)[N+](=O)[O-])=O)C(=O)OCC (ethyl 1-ethyl-1,4-dihydro-7-methoxy-6-nitro-4-oxo-1,8-naphthyridine-3-carboxylate), C(C)O (ethanol). Solvent: C(C)(=O)O (acetic acid). Run at temperature 70 celsius, time 8 hour. Product: NC=1C=C2C(C(=CN(C2=NC1OC)CC)C(=O)OCC)=O (ethyl 6-amino-1-ethyl-1,4-dihydro-7-methoxy-4-oxo-1,8-naphthyridine-3-carboxylate). Yield: 81.6%. Reaction SMILES: [CH2:1]([N:3]1[C:12]2[C:7](=[CH:8][C:9]([N+:15]([O-])=O)=[C:10]([O:13][CH3:14])[N:11]=2)[C:6](=[O:18])[C:5]([C:19]([O:21][CH2:22][CH3:23])=[O:20])=[CH:4]1)[CH3:2].C(O)C>C(O)(=O)C>[NH2:15][C:9]1[CH:8]=[C:7]2[C:12](=[N:11][C:10]=1[O:13][CH3:14])[N:3]([CH2:1][CH3:2])[CH:4]=[C:5]([C:19]([O:21][CH2:22][CH3:23])=[O:20])[C:6]2=[O:18]. Reported procedure: A suspension of 20 g of ethyl 1-ethyl-1,4-dihydro-7-methoxy-6-nitro-4-oxo-1,8-naphthyridine-3-carboxylate in 400 ml of acetic acid was heated to 70° C. To this suspension was added portionwise 40 g of reduced iron-powder. The mixture was heated at 70° C. for one hour with stirring, and then 500 ml of ethanol was added. The mixture was filtered to remove the insoluble material and the solvent was distilled off under reduced pressure. To the residue was added 500 ml of water and the mixture was al... Starting materials: CC(C(=O)OC(C)(C)C)c1ccc(C=O)cc1, O=C1CCCSC1. Yields the product CC(C(=O)OC(C)(C)C)c1ccc(C=C2SCCCC2=O)cc1. RXN SMILES: [CH:1](=[O:2])[c:3]1[cH:4][cH:5][c:6]([CH:9]([C:10](=[O:11])[O:12][C:13]([CH3:14])([CH3:15])[CH3:16])[CH3:17])[cH:7][cH:8]1.[O:18]=[C:19]1[CH2:20][S:21][CH2:22][CH2:23][CH2:24]1>>[CH:1]([c:3]1[cH:4][cH:5][c:6]([CH:9]([C:10](=[O:11])[O:12][C:13]([CH3:14])([CH3:15])[CH3:16])[CH3:17])[cH:7][cH:8]1)=[C:20]1[C:19](=[O:18])[CH2:24][CH2:23][CH2:22][S:21]1.